This data is from the Open Reaction Database (ORD), a public repository of structured organic reaction records. The task is: describe an organic reaction: reactants, conditions, products, and yield Starting materials: CC(Br)CCC(C)Br, CC(C)(C)OC(=O)NCCc1c[nH]c2ccc(O)cc12, O=C([O-])[O-], CCOC(C)=O, CC#N, [K+], [K+]. Product: CC(Br)CCC(C)Oc1ccc2[nH]cc(CCNC(=O)OC(C)(C)C)c2c1. As a reaction SMILES: [Br:21][CH:22]([CH3:23])[CH2:24][CH2:25][CH:26]([CH3:27])[Br:28].[C:1]([CH3:2])([CH3:3])([CH3:4])[O:5][C:6](=[O:7])[NH:8][CH2:9][CH2:10][c:11]1[cH:12][nH:13][c:14]2[cH:15][cH:16][c:17]([OH:20])[cH:18][c:19]12.[C:29](=[O:30])([O-:31])[O-:32].[CH3:35][CH2:36][O:37][C:38](=[O:39])[CH3:40].[CH3:41][C:42]#[N:43].[K+:33].[K+:34]>>[C:1]([CH3:2])([CH3:3])([CH3:4])[O:5][C:6](=[O:7])[NH:8][CH2:9][CH2:10][c:11]1[cH:12][nH:13][c:14]2[cH:15][cH:16][c:17]([O:20][CH:26]([CH2:25][CH2:24][CH:22]([Br:21])[CH3:23])[CH3:27])[cH:18][c:19]12. Reactants: [H-].[Na+] (sodium hydride), BrC1=C(C(=O)[NH-])C=CC=C1 (2-bromobenzoyl amide), C1(=CC=CC=C1)C(C)OC1=CC=C(C=C1)N=C=O (4-(1-phenylethoxy)phenylisocyanate). Run in C(C)#N (acetonitrile). Reaction conditions: time 30 minute. The product is BrC1=C(C(=O)NC(=O)NC2=CC=C(C=C2)OC(C)C2=CC=CC=C2)C=CC=C1 (N-(2-bromobenzoyl)-N'-[4-(1-phenylethoxy)phenyl]urea). Reaction SMILES: [H-].[Na+].[Br:3][C:4]1[CH:12]=[CH:11][CH:10]=[CH:9][C:5]=1[C:6]([NH-:8])=[O:7].[C:13]1([CH:19]([O:21][C:22]2[CH:27]=[CH:26][C:25]([N:28]=[C:29]=[O:30])=[CH:24][CH:23]=2)[CH3:20])[CH:18]=[CH:17][CH:16]=[CH:15][CH:14]=1>C(#N)C>[Br:3][C:4]1[CH:12]=[CH:11][CH:10]=[CH:9][C:5]=1[C:6]([NH:8][C:29]([NH:28][C:25]1[CH:26]=[CH:27][C:22]([O:21][CH:19]([C:13]2[CH:18]=[CH:17][CH:16]=[CH:15][CH:14]=2)[CH3:20])=[CH:23][CH:24]=1)=[O:30])=[O:7] |f:0.1|. Procedure details: 1.0 g of 50% sodium hydride dispersion in mineral oil was added at room temperature to a solution of 4.0 g of 2-bromobenzoyl amide in 25 ml of dry acetonitrile. After stirring for approximately 30 minutes at room temperature, 4.78 g of 4-(1-phenylethoxy)phenylisocyanate were added, the reaction mixture becoming warm and substantially homogeneous. After stirring for another approximately 16 hours at room temperature the reaction mixture was filtered. The filtrate was acidified with dilute hydroch...